Dataset: the Open Reaction Database (ORD), a public repository of structured organic reaction records. Task: describe an organic reaction: reactants, conditions, products, and yield Solvent: CC(=O)C (acetone). Conditions: time 6 hour. Yield: 41.1%. Reported procedure: A mixture of 4-chloro-2-methyl-6-methylamino-1,3,5-triazine (1.06 g; 6.7 mM; described in J. Pharm. Soc. (Japan) 1975, 95, p.512) and 3-methylpiperidine (1.32 g, 13.3 mM) in acetone (10 ml) was stirred at ambient temperature for 6 hours. The mixture was filtered and the solid was partitioned between 3N aqueous ammonia solution (50 ml) and dichloromethane (50 ml). The organic solution was separated and dried (MgSO4) and the solvent was removed, and the residue was crystallised from elthanol. Ther... The product is CC1=NC(=NC(=N1)N1CC(CCC1)C)NC (2-methyl-6-methylamino-4-(3-methylpiperidino)-1,3,5-triazine). As a reaction SMILES: Cl[C:2]1[N:7]=[C:6]([NH:8][CH3:9])[N:5]=[C:4]([CH3:10])[N:3]=1.[CH3:11][CH:12]1[CH2:17][CH2:16][CH2:15][NH:14][CH2:13]1>CC(C)=O>[CH3:10][C:4]1[N:3]=[C:2]([N:14]2[CH2:15][CH2:16][CH2:17][CH:12]([CH3:11])[CH2:13]2)[N:7]=[C:6]([NH:8][CH3:9])[N:5]=1. Reactants: ClC1=NC(=NC(=N1)NC)C (4-chloro-2-methyl-6-methylamino-1,3,5-triazine), CC1CNCCC1 (3-methylpiperidine). Starting materials: BrC1=CC(=CC(=C1)F)F (1-bromo-3,5-difluoro-benzene), [Mg] (magnesium), [Cl-].[NH4+] (ammonium chloride), C(CCCC)=O (pentanal), Grignard reagent. The solvent is C1CCOC1 (THF), CCOCC (ether). The product is FC1=CC(=CC(=C1)C(CCCC)O)F (1,3-Difluoro-5-(1-hydroxypentyl)-benzene). The yield is 116.0%. RXN SMILES: [CH:1](=[O:6])[CH2:2][CH2:3][CH2:4][CH3:5].Br[C:8]1[CH:13]=[C:12]([F:14])[CH:11]=[C:10]([F:15])[CH:9]=1.[Mg].[Cl-].[NH4+]>CCOCC.C1COCC1>[F:14][C:12]1[CH:13]=[C:8]([CH:1]([OH:6])[CH2:2][CH2:3][CH2:4][CH3:5])[CH:9]=[C:10]([F:15])[CH:11]=1 |f:3.4|. Procedure: A solution of pentanal (19.0 g, 0.22 mol) in dry ether (75 ml) is added dropwise to a stirred solution of the Grignard reagent at room temperature, under dry nitrogen, prepared from 1-bromo-3,5-difluoro-benzene (50.2 g, 0.26 mol) and magnesium (7.25 g, 0.30 mol) in dry THF (100 ml). The stirred mixture is heated under reflux for 2 h, cooled and a saturated solution of ammonium chloride (300 ml) is added. The product is extracted into ether (twice), and the combined ethereal extracts are washed w... Reactants: C([O-])([O-])=O.[K+].[K+] (potassium carbonate), C1(=CC=CC=C1)C(N1CC(NCC1)(CC1=CC2=C(C=C1)OCCO2)C)C2=CC=CC=C2 (1-diphenylmethyl-3-methyl-3-(3,4-ethylenedioxybenzyl)-piperazine), CI (methyl iodide). Solvent: CC(=O)C (acetone), CC(=O)C (acetone). Yields the product C1(=CC=CC=C1)C(N1CC(N(CC1)C)(CC1=CC2=C(C=C1)OCCO2)C)C2=CC=CC=C2 (1-diphenylmethyl-3-methyl-3-(3,4-ethylenedioxybenzyl)-4-methylpiperazine). The yield is 83.2%. Reaction SMILES: [C:1]1([CH:7]([C:26]2[CH:31]=[CH:30][CH:29]=[CH:28][CH:27]=2)[N:8]2[CH2:13][CH2:12][NH:11][C:10]([CH3:25])([CH2:14][C:15]3[CH:20]=[CH:19][C:18]4[O:21][CH2:22][CH2:23][O:24][C:17]=4[CH:16]=3)[CH2:9]2)[CH:6]=[CH:5][CH:4]=[CH:3][CH:2]=1.[C:32](=O)([O-])[O-].[K+].[K+].CI>CC(C)=O>[C:26]1([CH:7]([C:1]2[CH:2]=[CH:3][CH:4]=[CH:5][CH:6]=2)[N:8]2[CH2:13][CH2:12][N:11]([CH3:32])[C:10]([CH3:25])([CH2:14][C:15]3[CH:20]=[CH:19][C:18]4[O:21][CH2:22][CH2:23][O:24][C:17]=4[CH:16]=3)[CH2:9]2)[CH:31]=[CH:30][CH:29]=[CH:28][CH:27]=1 |f:1.2.3|. Reported procedure: 15 g of 1-diphenylmethyl-3-methyl-3-(3,4-ethylenedioxybenzyl)-piperazine (3a) are dissolved in 200 ml of acetone, combined with 10 g of potassium carbonate, and heated to boiling with stirring. 5.6 g of methyl iodide in 50 ml of acetone are added dropwise in the course of two hours. After a further five hours at reflux with stirring, the mixture is filtered and the filtrate evaporated to dryness in vacuum. The residue is taken up in 200 ml of diethyl ether, washed free of halogen with water, dri... Starting materials: CO, [Cl-], C1COCCO1, O=C(O)c1cccc2sc3ccccc3c(=O)c12. The product is COC(=O)c1cccc2sc3ccccc3c(=O)c12. As a reaction SMILES: [CH3:20][OH:21].[Cl-:1].[O:22]1[CH2:23][CH2:24][O:25][CH2:26][CH2:27]1.[c:2]1([C:17](=[O:18])[OH:19])[cH:3][cH:4][cH:5][c:6]2[s:7][c:8]3[cH:9][cH:10][cH:11][cH:12][c:13]3[c:14](=[O:16])[c:15]12>>[c:2]1([C:17](=[O:18])[O:19][CH3:20])[cH:3][cH:4][cH:5][c:6]2[s:7][c:8]3[cH:9][cH:10][cH:11][cH:12][c:13]3[c:14](=[O:16])[c:15]12. Starting materials: OC1CCC(Nc2ncc3nc(Nc4c(F)cccc4F)n(C4CCCC4)c3n2)CC1, O=C1CCC(=O)O1, c1ccncc1. Product: O=C(O)CCC(=O)OC1CCC(Nc2ncc3nc(Nc4c(F)cccc4F)n(C4CCCC4)c3n2)CC1. As a reaction SMILES: [F:1][c:2]1[c:3]([NH:9][c:10]2[n:11]([CH:27]3[CH2:28][CH2:29][CH2:30][CH2:31]3)[c:12]3[n:13][c:14]([NH:19][CH:20]4[CH2:21][CH2:22][CH:23]([OH:26])[CH2:24][CH2:25]4)[n:15][cH:16][c:17]3[n:18]2)[c:4]([F:8])[cH:5][cH:6][cH:7]1.[O:32]=[C:33]1[CH2:34][CH2:35][C:36](=[O:37])[O:38]1.[cH:39]1[cH:40][cH:41][n:42][cH:43][cH:44]1>>[F:1][c:2]1[c:3]([NH:9][c:10]2[n:11]([CH:27]3[CH2:28][CH2:29][CH2:30][CH2:31]3)[c:12]3[n:13][c:14]([NH:19][CH:20]4[CH2:21][CH2:22][CH:23]([O:26][C:36]([CH2:35][CH2:34][C:33](=[O:32])[OH:38])=[O:37])[CH2:24][CH2:25]4)[n:15][cH:16][c:17]3[n:18]2)[c:4]([F:8])[cH:5][cH:6][cH:7]1. Reported procedure: The tert-butyl 3-(benzo[d]thiazol-2-yl)-1-(dimethylamino)-1-oxopropan-2-ylcarbamate (0.13 g, 0.37 mmol) was taken up in a 4 M HCl dioxane solution (3 mL) at r.t. After stirring for 1 h. the reaction was concentrated under reduced pressure to give a residue. This was taken up in anhydrous acetonitrile and re-concentrated under reduced pressure 2 times, to finally 2-amino-3-(benzo[d]thiazol-2-yl)-N,N-dimethylpropanamide HCl salt (0.14 g, 100%) as a semisolid residue. Analytical LCMS (M+H)+: m/z=25... The solvent is C(C)#N (acetonitrile). Reaction SMILES: [S:1]1[C:5]2[CH:6]=[CH:7][CH:8]=[CH:9][C:4]=2[N:3]=[C:2]1[CH2:10][CH:11]([NH:17]C(=O)OC(C)(C)C)[C:12]([N:14]([CH3:16])[CH3:15])=[O:13].O1CCOCC1.Cl>C(#N)C>[NH2:17][CH:11]([CH2:10][C:2]1[S:1][C:5]2[CH:6]=[CH:7][CH:8]=[CH:9][C:4]=2[N:3]=1)[C:12]([N:14]([CH3:15])[CH3:16])=[O:13] |f:1.2|. The product is NC(C(=O)N(C)C)CC=1SC2=C(N1)C=CC=C2 (2-amino-3-(benzo[d]thiazol-2-yl)-N,N-dimethylpropanamide). The reactants are S1C(=NC2=C1C=CC=C2)CC(C(=O)N(C)C)NC(OC(C)(C)C)=O (tert-butyl 3-(benzo[d]thiazol-2-yl)-1-(dimethylamino)-1-oxopropan-2-ylcarbamate), O1CCOCC1.Cl (HCl dioxane). Conditions: time 1 hour. Starting materials: C[C@H]1CCC[C@@]2([C@@H](O2)C[C@H](OC(=O)C[C@@H](C(C(=O)[C@@H]([C@H]1O)C)(C)C)O)/C(=C/C3=CSC(=N3)CO)/C)C (epothilone F), C[C@H]1CCC[C@]2([C@@H](O2)C[C@H](OC(=O)C[C@@H](C(C(=O)[C@@H]([C@H]1O)C)(C)C)O)/C(=C/C3=CSC(=N3)C)/C)CO (26-hydroxyepothilone B), CC(=O)C (acetone). Run in C1(=CC=CC=C1)C (toluene), C1(=CC=CC=C1)C (toluene). Product: OC1CC(OC(CC2OC2(CCCC(C(C(C(C1(C)C)=O)C)O)C)C)C(=CC=1N=C(SC1)CO)C)=O (7,11-Dihydroxy-8,8,10,12,16-pentamethyl-3-[1-methyl-2-(2-hydroxymethyl-4-thiazolyl)ethenyl]-4,17-dioxabicyclo[14.1.0]heptadecane-5,9-dione). Reaction SMILES: [CH3:1][C@@H:2]1[C@H:20]([OH:21])[C@@H:19]([CH3:22])[C:17](=[O:18])[C:16]([CH3:24])([CH3:23])[C@@H:15]([OH:25])[CH2:14][C:12](=[O:13])[O:11][C@H:10](/[C:26](/[CH3:35])=[CH:27]/[C:28]2[N:32]=[C:31]([CH2:33][OH:34])[S:30][CH:29]=2)[CH2:9][C@@H:7]2[O:8][C@:6]2([CH3:36])[CH2:5][CH2:4][CH2:3]1.C[C@@H]1[C@H](O)[C@@H](C)C(=O)C(C)(C)[C@@H](O)CC(=O)O[C@H](/C(/C)=C/C2N=C(C)SC=2)C[C@@H]2O[C@@]2(CO)CCC1.CC(C)=O>C1(C)C=CC=CC=1>[OH:25][CH:15]1[C:16]([CH3:24])([CH3:23])[C:17](=[O:18])[CH:19]([CH3:22])[CH:20]([OH:21])[CH:2]([CH3:1])[CH2:3][CH2:4][CH2:5][C:6]2([CH3:36])[CH:7]([O:8]2)[CH2:9][CH:10]([C:26]([CH3:35])=[CH:27][C:28]2[N:32]=[C:31]([CH2:33][OH:34])[S:30][CH:29]=2)[O:11][C:12](=[O:13])[CH2:14]1. Procedure details: The latter mixture of epothilone F and 26-hydroxyepothilone B was refined further by column chromatography using a 700 ml gradient of toluene to 35% acetone in toluene. A total of twenty 35 ml fractions were collected. TLC analysis showed that fractions 14 and 15 contained pure epothilone F, while fractions 18 through 20 contained pure 26-hydroxyepothilone B. The total yield of epothilone F, calculated from the amount of epothilone F recovered (126.4 mg) to the amount of starting substrate, epot...